From a dataset of the Open Reaction Database (ORD), a public repository of structured organic reaction records. describe an organic reaction: reactants, conditions, products, and yield The reactants are N1CCOCC1 (Morpholine), C(=O)NNC1=CC=C(C=C1)N=C=S (4-(2-formylhydrazino)phenyl isothiocyanate), C(=O)NNC1=CC=C(C=C1)NC(=S)N(CC1=CC=CC=C1)CC1=CC=CC=C1 (1-[4-(2-formylhydrazino)phenyl]-3,3-dibenzylthiourea). Product: C(=O)NNC1=CC=C(C=C1)NC(=S)N1CCOCC1 (4-[4-(2-formylhydrazino)phenylthiocarbamoyl]morpholine). RXN SMILES: [NH:1]1[CH2:6][CH2:5][O:4][CH2:3][CH2:2]1.[CH:7]([NH:9][NH:10][C:11]1[CH:16]=[CH:15][C:14]([N:17]=[C:18]=[S:19])=[CH:13][CH:12]=1)=[O:8].C(NNC1C=CC(NC(N(CC2C=CC=CC=2)CC2C=CC=CC=2)=S)=CC=1)=O>>[CH:7]([NH:9][NH:10][C:11]1[CH:16]=[CH:15][C:14]([NH:17][C:18]([N:1]2[CH2:6][CH2:5][O:4][CH2:3][CH2:2]2)=[S:19])=[CH:13][CH:12]=1)=[O:8]. Reported procedure: Morpholine (0.087 g, 0.001 mole) and 4-(2-formylhydrazino)phenyl isothiocyanate (0.19 g, 0.001 mole) were reacted according to the procedure described for NA-11 in Example 3. Yield 0.22 g (79 percent), m.p. 204°-206° C. The reactants are C(CCC)[N+](CCCC)(CCCC)CCCC.N(=[N+]=[N-])[C@@H]1C(N([C@H]1C1=CC=CC=C1)S(=O)(=O)[O-])=O ((±)-(trans)-3-azido-2-oxo-4-phenyl-1-azetidinesulfonic acid, tetrabutylammonium salt). Reagents/catalysts: [Pt]=O (platinum oxide). The solvent is CO (methanol). Reaction conditions: temperature 5 celsius, time 15 minute. Product: N[C@@H]1C(N([C@H]1C1=CC=CC=C1)S(=O)(=O)O)=O ((±)-(trans)-3-amino-2-oxo-4-phenyl-1-azetidinesulfonic acid). RXN SMILES: C([N+](CCCC)(CCCC)CCCC)CCC.[N:18]([C@H:21]1[C@H:24]([C:25]2[CH:30]=[CH:29][CH:28]=[CH:27][CH:26]=2)[N:23]([S:31]([O-:34])(=[O:33])=[O:32])[C:22]1=[O:35])=[N+]=[N-]>CO.[Pt]=O>[NH2:18][C@H:21]1[C@H:24]([C:25]2[CH:26]=[CH:27][CH:28]=[CH:29][CH:30]=2)[N:23]([S:31]([OH:34])(=[O:32])=[O:33])[C:22]1=[O:35] |f:0.1|. Procedure: A solution of (±)-(trans)-3-azido-2-oxo-4-phenyl-1-azetidinesulfonic acid, tetrabutylammonium salt (see example 181) in 4 ml of methanol is hydrogenated over 30 mg of platinum oxide at 1 atmosphere and room temperature. After 15 minutes, the system is evacuated and fresh hydrogen is introduced. After an additional 45 minutes the reaction is complete, and the system is flushed with nitrogen. After several days at room temperature in dichloromethanemethanol (4:1, 200 ml) catalyst aggregation is co... Reactants: [N-]=[N+]=[N-] (Azide), N(=[N+]=[N-])[C@H]([C@H](CC1=CC=CC=C1)NC(C1=CC(=NC(=C1)N(S(=O)(=O)C)C)NCC1C(C1)C)=O)CCCC (N-[(1S,2S)-2-azido-1-benzylhexyl]-2-{[(2-methylcyclopropyl)methyl]amino}-6-[methyl(methylsulfonyl)amino]isonicotinamide). Reagents/catalysts: [Pd] (palladium on carbon). Run in CO (methanol), CO (methanol). Yields the product N[C@H]([C@H](CC1=CC=CC=C1)NC(C1=CC(=NC(=C1)N(S(=O)(=O)C)C)NCC1C(C1)C)=O)CCCC (N-[(1S,2S)-2-amino-1-benzylhexyl]-2-{[(2-methylcyclopropyl)methyl]amino}-6-[methyl(methylsulfonyl)amino]isonicotinamide). As a reaction SMILES: [N-]=[N+]=[N-].[N:4]([C@@H:7]([CH2:37][CH2:38][CH2:39][CH3:40])[C@@H:8]([NH:16][C:17](=[O:36])[C:18]1[CH:23]=[C:22]([N:24]([CH3:29])[S:25]([CH3:28])(=[O:27])=[O:26])[N:21]=[C:20]([NH:30][CH2:31][CH:32]2[CH2:34][CH:33]2[CH3:35])[CH:19]=1)[CH2:9][C:10]1[CH:15]=[CH:14][CH:13]=[CH:12][CH:11]=1)=[N+]=[N-]>CO.[Pd]>[NH2:4][C@@H:7]([CH2:37][CH2:38][CH2:39][CH3:40])[C@@H:8]([NH:16][C:17](=[O:36])[C:18]1[CH:23]=[C:22]([N:24]([CH3:29])[S:25]([CH3:28])(=[O:27])=[O:26])[N:21]=[C:20]([NH:30][CH2:31][CH:32]2[CH2:34][CH:33]2[CH3:35])[CH:19]=1)[CH2:9][C:10]1[CH:15]=[CH:14][CH:13]=[CH:12][CH:11]=1. Procedure: Amide Formation A solution of acid intermediate A (35 mg, 0.112 mmol), amine intermediate I (28 mg, 0.134 mmol), N,N-diisopropylethylamine (36 mg, 0.28 mmol), and HOAT (15 mg, 0.112 mmol) in methylene chloride (1.5 mL) was treated with EDC (32 mg, 0.168 mmol). After stirring 2 hours at ambient temperature the solution was partitioned between water/methylene chloride. The organics were washed with 1N HCl followed by brine. The combined organics were dried over sodium sulfate, filtered and evapora... Reactants: C1=NC=CC2=CC(=CC=C12)C(=O)C1=CC(CCC1(C)C)(C)C (isoquinolin-6-yl(3,3,6,6-tetramethylcyclohex-1-enyl) methanone). The reagents and catalysts are [Pt](=O)=O (platinum dioxide). The solvent is C(C)(=O)O (acetic acid). Run at time 3 hour. The product is C1NCCC2=CC(=CC=C12)C(=O)C1=CC(CCC1(C)C)(C)C ((1,2,3,4-tetrahydroisoquinolin-6-yl)(3,3,6,6-tetramethylcyclohex-1-enyl)methanone). The yield is 42.2%. Reaction SMILES: [CH:1]1[C:10]2[C:5](=[CH:6][C:7]([C:11]([C:13]3[C:18]([CH3:20])([CH3:19])[CH2:17][CH2:16][C:15]([CH3:22])([CH3:21])[CH:14]=3)=[O:12])=[CH:8][CH:9]=2)[CH:4]=[CH:3][N:2]=1>C(O)(=O)C.[Pt](=O)=O>[CH2:1]1[C:10]2[C:5](=[CH:6][C:7]([C:11]([C:13]3[C:18]([CH3:20])([CH3:19])[CH2:17][CH2:16][C:15]([CH3:22])([CH3:21])[CH:14]=3)=[O:12])=[CH:8][CH:9]=2)[CH2:4][CH2:3][NH:2]1. Procedure details: To the product of Example 10i (130 mg, 0.47 mmol) in acetic acid (2 mL) was added platinum dioxide (20 mg) and the reaction mixture was stirred under an atmosphere of hydrogen for 3 hours. The mixture was filtered and the filtrate was concentrated under reduced pressure. The residue was diluted with saturated aqueous sodium bicarbonate and the aqueous layer was extracted with ethyl acetate. The organic phase was washed with brine, dried over anhydrous sodium sulfate and concentrated under reduce...